From a dataset of the Open Reaction Database (ORD), a public repository of structured organic reaction records. describe an organic reaction: reactants, conditions, products, and yield Reactants: ClC1=C(C=CC=C1)N(C(=O)C1=CC2=C(C3=C(OCC2)C=CC(=C3)C#N)S1)C (N-(2-chlorophenyl)-9-cyano-N-methyl-4,5-dihydrobenzo[b]thieno[2,3-d]oxepine-2-carboxamide), C(=O)([O-])[O-].[K+].[K+] (K2CO3), OO (hydrogen peroxide). Solvent: CS(=O)C (DMSO). Reaction conditions: time 8 hour. The product is ClC1=C(C=CC=C1)N(C(=O)C1=CC2=C(C3=C(OCC2)C=CC(=C3)C(=O)N)S1)C (N2-(2-chlorophenyl)-N2-methyl-4,5-dihydrobenzo[b]thieno[2,3-d]oxepine-2,9-dicarboxamide). Reaction SMILES: [Cl:1][C:2]1[CH:7]=[CH:6][CH:5]=[CH:4][C:3]=1[N:8]([CH3:27])[C:9]([C:11]1[S:26][C:14]2[C:15]3[CH:23]=[C:22]([C:24]#[N:25])[CH:21]=[CH:20][C:16]=3[O:17][CH2:18][CH2:19][C:13]=2[CH:12]=1)=[O:10].C([O-])([O-])=[O:29].[K+].[K+].OO>CS(C)=O>[Cl:1][C:2]1[CH:7]=[CH:6][CH:5]=[CH:4][C:3]=1[N:8]([CH3:27])[C:9]([C:11]1[S:26][C:14]2[C:15]3[CH:23]=[C:22]([C:24]([NH2:25])=[O:29])[CH:21]=[CH:20][C:16]=3[O:17][CH2:18][CH2:19][C:13]=2[CH:12]=1)=[O:10] |f:1.2.3|. Procedure: To a mixture of N-(2-chlorophenyl)-9-cyano-N-methyl-4,5-dihydrobenzo[b]thieno[2,3-d]oxepine-2-carboxamide 120 (120 mg) and K2CO3 (49 mg) in dry DMSO (2 mL) was added 33% hydrogen peroxide (40 μL). The resultant was stirred overnight at room temperature. Ice was added to the resulting solution and the solid formed was collected, washed with water and dried to give 119. NMR: (CDCl3): 3.04 (t, 2H, CH2, J=5.02 Hz), 3.42 (s, 3H, CH3), 4.28 (t, 2H, CH2, J=5.06 Hz), 5.75 (sbr, 2H, NH2), 6.71 (s, H, ArH... The reactants are O=C([O-])[O-], CO, COC(=O)Oc1cc(N2C(=O)OC(=C(C)C)C2=O)c(F)cc1Cl, [K+], [K+]. Product: CC(C)=C1OC(=O)N(c2cc(O)c(Cl)cc2F)C1=O. RXN SMILES: [C:24](=[O:25])([O-:26])[O-:27].[CH3:30][OH:31].[F:1][c:2]1[c:3]([N:14]2[C:15](=[O:23])[O:16][C:17](=[C:20]([CH3:21])[CH3:22])[C:18]2=[O:19])[cH:4][c:5]([O:9][C:10]([O:11][CH3:12])=[O:13])[c:6]([Cl:8])[cH:7]1.[K+:28].[K+:29]>>[F:1][c:2]1[c:3]([N:14]2[C:15](=[O:23])[O:16][C:17](=[C:20]([CH3:21])[CH3:22])[C:18]2=[O:19])[cH:4][c:5]([OH:9])[c:6]([Cl:8])[cH:7]1. The reactants are C(=O)=O.C(C)(C)O (dry ice isopropyl alcohol), BrC(=C)C (2-bromo-1-propene), CC1=C(C(CC=C1)(C)C)C=O (Safranal), [Li] (lithium), [Cl-].[NH4+] (ammonium chloride), BrC(=C)C (2-bromo-1-propene), CC1=C(C(CC=C1)(C)C)C=O (Safranal). The solvent is C(C)OCC (diethyl ether), C(C)OCC (diethyl ether), C(C)OCC (diethyl ether). Reaction conditions: temperature -10 celsius, time 2.5 hour. Yields the product CC1=C(C(CC=C1)(C)C)C(O)C(=C)C (2,6,6-TRIMETHYL-α-ISOPROPENYL-1,3-CYCLOHEXADIENE-1-METHANOL). As a reaction SMILES: C(=O)=O.[CH:4](O)([CH3:6])[CH3:5].[Li].BrC(C)=C.[CH3:13][C:14]1[CH:19]=[CH:18][CH2:17][C:16]([CH3:21])([CH3:20])[C:15]=1[CH:22]=[O:23].[Cl-].[NH4+]>C(OCC)C>[CH3:13][C:14]1[CH:19]=[CH:18][CH2:17][C:16]([CH3:20])([CH3:21])[C:15]=1[CH:22]([C:4]([CH3:6])=[CH2:5])[OH:23] |f:0.1,5.6,^1:7|. Procedure details: Into a 500 ml reaction flask equipped with immersion thermometer, mechanical stirrer, 250 ml addition funnel, Friedrich's condenser, dry ice/isopropyl alcohol bath and gas bubbler is placed 1.9 grams (44.7 cm length) (0.28 gram atoms) of Li wire (cut up) and 100 ml anhydrous diethyl ether. The lithium wire/diethyl ether mixture is cooled with stirring to -10° C. 15.7 Grams (0.13 moles) of 2-bromo-1-propene (dissolved in approximately 40 ml anhydrous diethyl ether) is added dropwise from the addi... Starting materials: [OH-].[Na+] (sodium hydroxide), C(C)OC(C([C@@H]([C@@H](NC(=O)OC(C)(C)C)CC(C)C)O)(F)F)=O (N--BOC--(4S,3R)-2,2-difluorostatine ethyl ester), C(C(O)C(O)C(=O)O)(=O)O (tartaric acid). The solvent is CO.O (methanol water). Product: C(=O)(OC(C)(C)C)N[C@@H](CC(C)C)[C@@H](O)C(C(O)=O)(F)F (N--BOC--(4S,3R)-2,2-difluorostatine). Reaction SMILES: C([O:3][C:4](=[O:23])[C:5]([F:22])([F:21])[C@H:6]([OH:20])[C@H:7]([CH2:16][CH:17]([CH3:19])[CH3:18])[NH:8][C:9]([O:11][C:12]([CH3:15])([CH3:14])[CH3:13])=[O:10])C.[OH-].[Na+].C(O)(=O)C(C(C(O)=O)O)O>CO.O>[C:9]([NH:8][C@H:7]([C@H:6]([C:5]([F:21])([F:22])[C:4](=[O:3])[OH:23])[OH:20])[CH2:16][CH:17]([CH3:19])[CH3:18])([O:11][C:12]([CH3:13])([CH3:14])[CH3:15])=[O:10] |f:1.2,4.5|. Reported procedure: 1 g N--BOC--(4S,3R)-2,2-difluorostatine ethyl ester is dissolved in methanol/water and reacted with 0.25 g of concentrated aqueous sodium hydroxide. After 2 hours the mixture is made acidic with 2N tartaric acid solution and extracted with ethyl acetate. The organic phase is dried over magnesium sulfate and evaporated to dryness. N--BOC--(4S,3R)-2,2-difluorostatine is obtained (crude). The reactants are COC(=O)C(Cc1ccc(OC(=O)NC(C)C)cc1)NC(=O)OC(C)(C)C, ClCCl, O=C(O)C(F)(F)F. The product is COC(=O)C(N)Cc1ccc(OC(=O)NC(C)C)cc1. As a reaction SMILES: [C:8]([O:9][C:10](=[O:11])[NH:15][CH:16]([C:17](=[O:18])[O:19][CH3:20])[CH2:21][c:22]1[cH:23][cH:24][c:25]([O:28][C:29]([NH:30][CH:31]([CH3:32])[CH3:33])=[O:34])[cH:26][cH:27]1)([CH3:12])([CH3:13])[CH3:14].[CH2:35]([Cl:36])[Cl:37].[OH:1][C:2]([C:3]([F:4])([F:5])[F:6])=[O:7]>>[NH2:15][CH:16]([C:17](=[O:18])[O:19][CH3:20])[CH2:21][c:22]1[cH:23][cH:24][c:25]([O:28][C:29]([NH:30][CH:31]([CH3:32])[CH3:33])=[O:34])[cH:26][cH:27]1. The reactants are C(C)(C)(C)OC(=O)N1CC(CCC1)(CC1=CC=CC=C1)C(=O)OCC ((+/−)-N-(t-butoxycarbonyl)-3-(carboethoxy)-3-(phenylmethyl)-piperidine), solution, [H-].C(C(C)C)[Al+]CC(C)C (diisobutylaluminium hydride). Solvent: C1(=CC=CC=C1)C (toluene), C1(=CC=CC=C1)C (toluene). Conditions: time 6 hour. Yields the product C(C)(C)(C)OC(=O)N1CC(CCC1)(CC1=CC=CC=C1)CO ((+/−)-N-(t-butoxycarbonyl)-3-(hydroxymethyl)-3-(phenylmethyl)-piperidine). Isolated yield 48.5%. RXN SMILES: [C:1]([O:5][C:6]([N:8]1[CH2:13][CH2:12][CH2:11][C:10]([C:21](OCC)=[O:22])([CH2:14][C:15]2[CH:20]=[CH:19][CH:18]=[CH:17][CH:16]=2)[CH2:9]1)=[O:7])([CH3:4])([CH3:3])[CH3:2].[H-].C([Al+]CC(C)C)C(C)C>C1(C)C=CC=CC=1>[C:1]([O:5][C:6]([N:8]1[CH2:13][CH2:12][CH2:11][C:10]([CH2:21][OH:22])([CH2:14][C:15]2[CH:16]=[CH:17][CH:18]=[CH:19][CH:20]=2)[CH2:9]1)=[O:7])([CH3:3])([CH3:4])[CH3:2] |f:1.2|. Reported procedure: To a stirring solution (+/−)-N-(t-butoxycarbonyl)-3-(carboethoxy)-3-(phenylmethyl)-piperidine (200 mg, 0.58 mmol) in dry toluene (20 mL) at −78° C. was added a 1.5 M solution of diisobutylaluminium hydride in toluene (2.0 mL). After 6 h, the reaction was warmed to room temperature and quenched by the addition of 1M HCl (50 mL). The reaction was extracted with EtOAc (4×40 mL). The organic layers were combined, washed with brine, dried over Na2SO4, and conc. in vacuo to an oil. The oil was purifie... Starting materials: C(#N)[BH3-].[Na+] (sodium cyanoborohydride), C12(CCC=3C(=CC=CC13)N)OCCO2 (2′,3′-dihydrospiro[1,3-dioxolane-2,1′-inden]-4′-amine), C(C)(=O)O (acetic acid), aqueous solution, C=O (formaldehyde). Solvent: CN(C=O)C (N,N-dimethylformamide). Reaction conditions: time 8 hour. Product: CN(C=1C=2CCC3(C2C=CC1)OCCO3)C (N,N-dimethyl-2′,3′-dihydrospiro[1,3-dioxolane-2,1′-inden]-4′-amine). RXN SMILES: [C:1]12([O:14][CH2:13][CH2:12][O:11]1)[C:9]1[CH:8]=[CH:7][CH:6]=[C:5](N)[C:4]=1[CH2:3][CH2:2]2.[C:15](O)(=O)C.C=O.[C:21]([BH3-])#[N:22].[Na+]>CN(C)C=O>[CH3:15][N:22]([CH3:21])[C:5]1[C:4]2[CH2:3][CH2:2][C:1]3([O:14][CH2:13][CH2:12][O:11]3)[C:9]=2[CH:8]=[CH:7][CH:6]=1 |f:3.4|. Reported procedure: To a solution of Example 25 (100 mg, 0.52 mmol) in N,N-dimethylformamide (1 mL) was added acetic acid (0.1 mL) and a 37% aqueous solution of formaldehyde (0.5 mL, 5.23 mmol) and the mixture was stirred at room temperature for about 1 hour. Then sodium cyanoborohydride (330 mg, 5.23 mmol) was added and stirring at room temperature was continued overnight. The reaction was quenched by addition of saturated aqueous sodium bicarbonate and the mixture was extracted with dichloromethane. The combined ...